This data is from the Open Reaction Database (ORD), a public repository of structured organic reaction records. The task is: describe an organic reaction: reactants, conditions, products, and yield Starting materials: CC(C)(C)OC(=O)CBr, O=C([O-])[O-], [K+], [K+], CN(C)C=O, O, CN(Cc1ccc(NC(=O)C2=Cc3cc(-c4ccc(O)cc4)ccc3S(=O)(=O)CC2)cc1)C1CCOCC1. Product: CN(Cc1ccc(NC(=O)C2=Cc3cc(-c4ccc(OCC(=O)OC(C)(C)C)cc4)ccc3S(=O)(=O)CC2)cc1)C1CCOCC1. RXN SMILES: [Br:45][CH2:46][C:47](=[O:48])[O:49][C:50]([CH3:51])([CH3:52])[CH3:53].[C:39](=[O:40])([O-:41])[O-:42].[K+:43].[K+:44].[O:55]=[CH:56][N:57]([CH3:58])[CH3:59].[OH2:54].[OH:1][c:2]1[cH:3][cH:4][c:5](-[c:8]2[cH:9][cH:10][c:11]3[c:12]([cH:38]2)[CH:13]=[C:14]([C:20](=[O:21])[NH:22][c:23]2[cH:24][cH:25][c:26]([CH2:29][N:30]([CH:31]4[CH2:32][CH2:33][O:34][CH2:35][CH2:36]4)[CH3:37])[cH:27][cH:28]2)[CH2:15][CH2:16][S:17]3(=[O:18])=[O:19])[cH:6][cH:7]1>>[O:1]([c:2]1[cH:3][cH:4][c:5](-[c:8]2[cH:9][cH:10][c:11]3[c:12]([cH:38]2)[CH:13]=[C:14]([C:20](=[O:21])[NH:22][c:23]2[cH:24][cH:25][c:26]([CH2:29][N:30]([CH:31]4[CH2:32][CH2:33][O:34][CH2:35][CH2:36]4)[CH3:37])[cH:27][cH:28]2)[CH2:15][CH2:16][S:17]3(=[O:18])=[O:19])[cH:6][cH:7]1)[CH2:46][C:47](=[O:48])[O:49][C:50]([CH3:51])([CH3:52])[CH3:53]. The reactants are C(C1=CC=CC=C1)OC1=CC=C(C=C1)NC(=O)C=1NC=NC1 (3-H-imidazole-4-carboxylic acid (4-benzyloxyphenyl)amide). The reagents and catalysts are [Pd] (palladium on carbon). Run in C(C)(=O)O (acetic acid). Yields the product OC1=CC=C(C=C1)NC(=O)C=1NC=NC1 (3-H-Imidazole-4-carboxylic acid (4-hydroxy-phenyl)-amide). Isolated yield 100.0%. As a reaction SMILES: C([O:8][C:9]1[CH:14]=[CH:13][C:12]([NH:15][C:16]([C:18]2[NH:19][CH:20]=[N:21][CH:22]=2)=[O:17])=[CH:11][CH:10]=1)C1C=CC=CC=1>C(O)(=O)C.[Pd]>[OH:8][C:9]1[CH:14]=[CH:13][C:12]([NH:15][C:16]([C:18]2[NH:19][CH:20]=[N:21][CH:22]=2)=[O:17])=[CH:11][CH:10]=1. Procedure: A solution of 3-H-imidazole-4-carboxylic acid (4-benzyloxyphenyl)amide. (3.3 g, 11.2 mmol) in glacial acetic acid (70 mL) was hydrogenated (60 psi) over g of 10% palladium on carbon (0.3 g) at 25° C. for 18 hours. The catalyst was removed by filtration, and the solvent was evaporated in vacuo. The residue was stirred with NaHCO3 solution and the solid collected. There was obtained 2.4 g (100% yield) of the title compound as a yellow solid. MS m/z 204 (MH+). 1H NMR(DMSO-d6) δ 6.7 (dd, 2H), 7.5 (d... Starting materials: CC1=CC=C(C=C1)S(=O)(=O)OCC1OC2=CC(=CC=C2CC1)S(=O)(=O)C ([7-(methylsulfonyl)-3,4-dihydro-2H-chromen-2-yl]methyl 4-methylbenzenesulfonate), NCCO (2-aminoethanol). The solvent is C(C)#N (ACN). The product is CS(=O)(=O)C1=CC=C2CCC(OC2=C1)CNCCO (2-({[7-(METHYLSULFONYL)-3,4-DIHYDRO-2H-CHROMEN-2-YL]METHYL}AMINO)ETHANOL). As a reaction SMILES: CC1C=CC(S(O[CH2:12][CH:13]2[CH2:22][CH2:21][C:20]3[C:15](=[CH:16][C:17]([S:23]([CH3:26])(=[O:25])=[O:24])=[CH:18][CH:19]=3)[O:14]2)(=O)=O)=CC=1.[NH2:27][CH2:28][CH2:29][OH:30]>C(#N)C>[CH3:26][S:23]([C:17]1[CH:16]=[C:15]2[C:20]([CH2:21][CH2:22][CH:13]([CH2:12][NH:27][CH2:28][CH2:29][OH:30])[O:14]2)=[CH:19][CH:18]=1)(=[O:24])=[O:25]. Procedure: Preparation according to Example 25: [7-(methylsulfonyl)-3,4-dihydro-2H-chromen-2-yl]methyl 4-methylbenzenesulfonate (0.020 g, 0.0504 mmol), 2-aminoethanol (0.5 ml), ACN (3 ml). 1H-NMR (400 MHz, CDCl3): δ 7.37-7.39 (2H, m), δ 7.23 (1H, d, J=8 Hz), δ 4.18-4.24 (1H, m), δ 3.63-3.72 (2H), δ 3.02 (3H, s), δ 2.81-3.00 (6H, m), δ 1.97-2.08 (1H, m), δ 1.83-1.87 (1H, m). The reactants are C(C)(C)NC=1OC(=NN1)C=1C=C2C(=CN(C2=CC1)S(=O)(=O)C1=CC=C(C)C=C1)B1OC(C(O1)(C)C)(C)C (N-isopropyl-5-(3-(4,4,5,5-tetramethyl-1,3,2-dioxaborolan-2-yl)-1-tosyl-1H-indol-5-yl)-1,3,4-oxadiazol-2-amine), BrC=1SC(=CN1)C(=O)NC1CC1 (2-bromo-N-cyclopropylthiazole-5-carboxamide), ClC=1SC(=CN1)C(=O)NC1CC1 (2-chloro-N-cyclopropylthiazole-5-carboxamide), CC(C)C1=CC(=C(C(=C1)C(C)C)C2=C(C=CC=C2)P(C3CCCCC3)C4CCCCC4)C(C)C (Xphos), P(=O)([O-])([O-])[O-].[K+].[K+].[K+] (potassium phosphate). The reagents and catalysts are C=1C=CC(=CC1)/C=C/C(=O)/C=C/C2=CC=CC=C2.C=1C=CC(=CC1)/C=C/C(=O)/C=C/C2=CC=CC=C2.C=1C=CC(=CC1)/C=C/C(=O)/C=C/C2=CC=CC=C2.[Pd].[Pd] (Pd2(dba)3). Solvent: O1CCOCC1 (dioxane), O (water). Conditions: temperature 130 celsius. Product: C1(CC1)NC(=O)C1=CN=C(S1)C1=CNC2=CC=C(C=C12)C=1OC(=NN1)NC(C)C (N-cyclopropyl-2-(5-(5-((1-methylethyl)amino)-1,3,4-oxadiazol-2-yl)-1H-indol-3-yl)-1,3-thiazole-5-carboxamide). RXN SMILES: [CH:1]([NH:4][C:5]1[O:6][C:7]([C:10]2[CH:11]=[C:12]3[C:16](=[CH:17][CH:18]=2)[N:15](S(C2C=CC(C)=CC=2)(=O)=O)[CH:14]=[C:13]3B2OC(C)(C)C(C)(C)O2)=[N:8][N:9]=1)([CH3:3])[CH3:2].Br[C:39]1[S:40][C:41]([C:44]([NH:46][CH:47]2[CH2:49][CH2:48]2)=[O:45])=[CH:42][N:43]=1.ClC1SC(C(NC2CC2)=O)=CN=1.CC(C1C=C(C(C)C)C(C2C=CC=CC=2P(C2CCCCC2)C2CCCCC2)=C(C(C)C)C=1)C.P([O-])([O-])([O-])=O.[K+].[K+].[K+]>O1CCOCC1.O.C1C=CC(/C=C/C(/C=C/C2C=CC=CC=2)=O)=CC=1.C1C=CC(/C=C/C(/C=C/C2C=CC=CC=2)=O)=CC=1.C1C=CC(/C=C/C(/C=C/C2C=CC=CC=2)=O)=CC=1.[Pd].[Pd]>[CH:47]1([NH:46][C:44]([C:41]2[S:40][C:39]([C:13]3[C:12]4[C:16](=[CH:17][CH:18]=[C:10]([C:7]5[O:6][C:5]([NH:4][CH:1]([CH3:2])[CH3:3])=[N:9][N:8]=5)[CH:11]=4)[NH:15][CH:14]=3)=[N:43][CH:42]=2)=[O:45])[CH2:48][CH2:49]1 |f:4.5.6.7,10.11.12.13.14|. Procedure: A mixture of N-isopropyl-5-(3-(4,4,5,5-tetramethyl-1,3,2-dioxaborolan-2-yl)-1-tosyl-1H-indol-5-yl)-1,3,4-oxadiazol-2-amine (150 mg, 0.287 mmol), 78 mg of the 1:1 mixture of 2-bromo-N-cyclopropylthiazole-5-carboxamide and 2-chloro-N-cyclopropylthiazole-5-carboxamide, Pd2(dba)3 (Strem Chemicals, 8 mg, 8.6 μmol), Xphos (Stem Chemicals, cat #15-1152, 9 mg, 17 μmol), potassium phosphate (183 mg, 0.861 mmol) in dioxane (2.5 mL) and water (0.5 mL) was heated in an Initiator microwave reactor (Personal ...